describe an organic reaction: reactants, conditions, products, and yield From a dataset of the Open Reaction Database (ORD), a public repository of structured organic reaction records. The reactants are [OH-].[Na+] (NaOH), ClC1=CC(=C(C=C1C)S(=O)(=O)N1C(CCCC1)CCC(=O)OC)C (methyl 3-(1-(4-chloro-2,5-dimethylphenylsulfonyl)piperidin-2-yl)propionate). Run in C1CCOC1 (THF). Conditions: temperature 0 celsius. The product is ClC1=CC(=C(C=C1C)S(=O)(=O)N1C(CCCC1)CCC(=O)O)C (3-(1-(4-chloro-2,5-dimethylphenylsulfonyl)piperidin-2-yl)propionic acid). As a reaction SMILES: [OH-].[Na+].[Cl:3][C:4]1[C:9]([CH3:10])=[CH:8][C:7]([S:11]([N:14]2[CH2:19][CH2:18][CH2:17][CH2:16][CH:15]2[CH2:20][CH2:21][C:22]([O:24]C)=[O:23])(=[O:13])=[O:12])=[C:6]([CH3:26])[CH:5]=1>C1COCC1>[Cl:3][C:4]1[C:9]([CH3:10])=[CH:8][C:7]([S:11]([N:14]2[CH2:19][CH2:18][CH2:17][CH2:16][CH:15]2[CH2:20][CH2:21][C:22]([OH:24])=[O:23])(=[O:12])=[O:13])=[C:6]([CH3:26])[CH:5]=1 |f:0.1|. Procedure details: Aqueous NaOH solution (6 M, 100 ml) was added to a solution of methyl 3-(1-(4-chloro-2,5-dimethylphenylsulfonyl)piperidin-2-yl)propionate (12.82 g, 34.3 mmol) in THF (100 ml). After a reaction time of 1 h, the solvent was removed on a rotary evaporator and the residue was cooled to 0° C. HCl (6 M, 100 ml) was added and the mixture was extracted with ethyl acetate. The organic phase was dried over Na2SO4 and concentrated. Yield: 12.36 g, 100%. The reactants are O.C(C=O)(=O)O (glyoxylic acid hydrate), C(C)NCCN (N-ethylethylenediamine), [H][H] (hydrogen). The reagents and catalysts are [Pd] (Pd on carbon). The solvent is C(C)O (ethanol). Conditions: time 18 hour. The product is C(C)NCCNCC(=O)O (N-(2-ethylaminoethyl)glycine). As a reaction SMILES: O.[C:2]([OH:6])(=[O:5])[CH:3]=O.[CH2:7]([NH:9][CH2:10][CH2:11][NH2:12])[CH3:8].[H][H]>C(O)C.[Pd]>[CH2:7]([NH:9][CH2:10][CH2:11][NH:12][CH2:3][C:2]([OH:6])=[O:5])[CH3:8] |f:0.1|. Procedure details: A solution of glyoxylic acid hydrate (9.2 g, 0.10 mol) and N-ethylethylenediamine (8.82 g, 0.10 mol) in ethanol (150 ml) was hydrogenated in a Paar apparatus at 20°-25° and an initial pressure of 51 psi with 5% Pd on carbon (2.0 g) as catalyst. After 18 hours, hydrogen uptake was complete. Catalyst was removed by filtration through a pad of diatomaceous earth and the filtrate concentrated to give N-(2-ethylaminoethyl)glycine.